Dataset: the Open Reaction Database (ORD), a public repository of structured organic reaction records. Task: describe an organic reaction: reactants, conditions, products, and yield Reactants: C1(CC1)C=1C(=CC(=C(C(=O)O)C1)F)OCC1(CCCCC1)C(F)(F)F (5-cyclopropyl-2-fluoro-4-((1-(trifluoromethyl)-cyclohexyl)methoxy)-benzoic acid), C1(CC1)S(=O)(=O)N (cyclopropanesulfonamide), C1(CC1)C=1C(=CC(=C(C(=O)O)C1)F)OCC1CCC(CC1)(F)F (5-cyclopropyl-4-((4,4-difluorocyclohexyl)-methoxy)-2-fluorobenzoic acid), CS(=O)(=O)N (methanesulfonamide). Yields the product C1(CC1)C=1C(=CC(=C(C(=O)NS(=O)(=O)C2CC2)C1)F)OCC1CCC(CC1)(F)F (5-cyclopropyl-N-(cyclopropylsulfonyl)-4-((4,4-difluorocyclohexyl)-methoxy)-2-fluorobenzamide). Reaction SMILES: C1(C2C(OCC3(C(F)(F)F)CCCCC3)=CC(F)=C(C=2)C(O)=O)CC1.[CH:26]1([C:29]2[C:30]([O:39][CH2:40][CH:41]3[CH2:46][CH2:45][C:44]([F:48])([F:47])[CH2:43][CH2:42]3)=[CH:31][C:32]([F:38])=[C:33]([CH:37]=2)[C:34](O)=[O:35])[CH2:28][CH2:27]1.CS(N)(=O)=O.[CH:54]1([S:57]([NH2:60])(=[O:59])=[O:58])[CH2:56][CH2:55]1>>[CH:26]1([C:29]2[C:30]([O:39][CH2:40][CH:41]3[CH2:46][CH2:45][C:44]([F:47])([F:48])[CH2:43][CH2:42]3)=[CH:31][C:32]([F:38])=[C:33]([CH:37]=2)[C:34]([NH:60][S:57]([CH:54]2[CH2:56][CH2:55]2)(=[O:59])=[O:58])=[O:35])[CH2:27][CH2:28]1. Procedure details: Following the procedure as described in Example 158 step 5, and making variations as required to replace 5-cyclopropyl-2-fluoro-4-((1-(trifluoromethyl)-cyclohexyl)methoxy)-benzoic acid with 5-cyclopropyl-4-((4,4-difluorocyclohexyl)-methoxy)-2-fluorobenzoic acid and to replace methanesulfonamide with cyclopropanesulfonamide, the title compound was obtained (0.144 g, 46%) as a colorless solid: 1H NMR (300 MHz, CDCl3) δ8.74-8.63 (m, 1H), 7.64-7.56 (m, 1H), 6.61-6.52 (m, 1H), 3.93-3.84 (m, 2H), 3.16... Starting materials: C([O-])(O)=O.[Na+] (sodium bicarbonate), N1C=NC=C1 (imidazole), C(C)(C)(C)[Si](Cl)(C)C (tert-butyldimethylchlorosilane), BrC1=CC=C(C=C1)C1(OCCO1)CO (2-(4-Bromophenyl)-1,3-dioxolane-2-methanol). The solvent is CN(C=O)C (N,N-dimethylformamide). Conditions: temperature 23 celsius, time 12 hour. Product: BrC1=CC=C(C=C1)C1(OCCO1)CO[Si](C)(C)C(C)(C)C ([[2-(4-Bromophenyl)-1,3-dioxolan-2-yl]methoxy](1,1-dimethylethyl)dimethylsilane). Isolated yield 97.4%. RXN SMILES: [Br:1][C:2]1[CH:7]=[CH:6][C:5]([C:8]2([CH2:13][OH:14])[O:12][CH2:11][CH2:10][O:9]2)=[CH:4][CH:3]=1.N1C=CN=C1.[C:20]([Si:24]([CH3:27])([CH3:26])Cl)([CH3:23])([CH3:22])[CH3:21].C(=O)(O)[O-].[Na+]>CN(C)C=O>[Br:1][C:2]1[CH:3]=[CH:4][C:5]([C:8]2([CH2:13][O:14][Si:24]([C:20]([CH3:23])([CH3:22])[CH3:21])([CH3:27])[CH3:26])[O:9][CH2:10][CH2:11][O:12]2)=[CH:6][CH:7]=1 |f:3.4|. Procedure details: 73.5 g 2-(4-Bromophenyl)-1,3-dioxolane-2-methanol are dissolved in 800 ml N,N-dimethylformamide. 38.6 g imidazole and 51.3 g tert-butyldimethylchlorosilane were added. It was stirred for 12 hours at 23° C. Afterwards, the reaction mixture was poured into a saturated aqueous solution of sodium bicarbonate. It was stirred for another 30 min. Then it was extracted with ethyl acetate twice. The combined organic layers were washed with brine and dried over sodium sulphate. The crude product was purif... Reactants: C(C)C=1C=NC(=NC1)N1CCC(CC1)N1N=CC(=C1C(F)(F)F)C(=O)OCC (ethyl 1-(1-(5-ethylpyrimidin-2-yl)piperidin-4-yl)-5-(trifluoromethyl)-1H-pyrazole-4-carboxylate), [BH4-].[Na+] (sodium borohydride). The product is C(C)C=1C=NC(=NC1)N1CCC(CC1)N1N=CC(=C1C(F)(F)F)CO ((1-(1-(5-Ethylpyrimidin-2-yl)piperidin-4-yl)-5-(trifluoromethyl)-1H-pyrazol-4-yl)methanol). Reaction SMILES: [CH2:1]([C:3]1[CH:4]=[N:5][C:6]([N:9]2[CH2:14][CH2:13][CH:12]([N:15]3[C:19]([C:20]([F:23])([F:22])[F:21])=[C:18]([C:24](OCC)=[O:25])[CH:17]=[N:16]3)[CH2:11][CH2:10]2)=[N:7][CH:8]=1)[CH3:2].[BH4-].[Na+]>>[CH2:1]([C:3]1[CH:8]=[N:7][C:6]([N:9]2[CH2:14][CH2:13][CH:12]([N:15]3[C:19]([C:20]([F:23])([F:22])[F:21])=[C:18]([CH2:24][OH:25])[CH:17]=[N:16]3)[CH2:11][CH2:10]2)=[N:5][CH:4]=1)[CH3:2] |f:1.2|. Procedure details: The title compound was synthesized using ethyl 1-(1-(5-ethylpyrimidin-2-yl)piperidin-4-yl)-5-(trifluoromethyl)-1H-pyrazole-4-carboxylate and sodium borohydride in a manner similar to that described in Example 66, Step 2.